This data is from the Open Reaction Database (ORD), a public repository of structured organic reaction records. The task is: describe an organic reaction: reactants, conditions, products, and yield Reactants: CCOc1cc(C(C)(C)O)ccc1C1=NC(C)(c2ccc(Cl)cc2)C(C)(c2ccc(Cl)cc2)N1C(=O)Cl, Cl, Cl, CS(=O)(=O)NCCN1CCNCC1. Product: CCOc1cc(C(C)(C)O)ccc1C1=NC(C)(c2ccc(Cl)cc2)C(C)(c2ccc(Cl)cc2)N1C(=O)N1CCN(CCNS(C)(=O)=O)CC1. Reaction SMILES: [Cl:1][c:2]1[cH:3][cH:4][c:5]([C:8]2([CH3:37])[N:9]=[C:10]([c:24]3[c:25]([O:34][CH2:35][CH3:36])[cH:26][c:27]([C:30]([CH3:31])([CH3:32])[OH:33])[cH:28][cH:29]3)[N:11]([C:21](=[O:22])[Cl:23])[C:12]2([CH3:13])[c:14]2[cH:15][cH:16][c:17]([Cl:20])[cH:18][cH:19]2)[cH:6][cH:7]1.[ClH:38].[ClH:39].[N:40]1([CH2:46][CH2:47][NH:48][S:49](=[O:50])(=[O:51])[CH3:52])[CH2:41][CH2:42][NH:43][CH2:44][CH2:45]1>>[Cl:1][c:2]1[cH:3][cH:4][c:5]([C:8]2([CH3:37])[N:9]=[C:10]([c:24]3[c:25]([O:34][CH2:35][CH3:36])[cH:26][c:27]([C:30]([CH3:31])([CH3:32])[OH:33])[cH:28][cH:29]3)[N:11]([C:21](=[O:22])[N:43]3[CH2:42][CH2:41][N:40]([CH2:46][CH2:47][NH:48][S:49](=[O:50])(=[O:51])[CH3:52])[CH2:45][CH2:44]3)[C:12]2([CH3:13])[c:14]2[cH:15][cH:16][c:17]([Cl:20])[cH:18][cH:19]2)[cH:6][cH:7]1. Reactants: C(C1=CC=CC=C1)C=1N=C(OC1C)CC(=O)OCC (ethyl 2-(4-benzyl-5-methyl-2-oxazolyl)acetate), [H-].[Al+3].[Li+].[H-].[H-].[H-] (lithium aluminum hydride), O (water). Run in C(C)OCC (ethyl ether), C(C)OCC (ethyl ether). Conditions: time 1 hour. Yields the product C(C1=CC=CC=C1)C=1N=C(OC1C)CCO (2-(4-benzyl-5-methyl-2-oxazolyl)ethanol). Yield: 75.2%. Reaction SMILES: [H-].[Al+3].[Li+].[H-].[H-].[H-].[CH2:7]([C:14]1[N:15]=[C:16]([CH2:20][C:21](OCC)=[O:22])[O:17][C:18]=1[CH3:19])[C:8]1[CH:13]=[CH:12][CH:11]=[CH:10][CH:9]=1.O>C(OCC)C>[CH2:7]([C:14]1[N:15]=[C:16]([CH2:20][CH2:21][OH:22])[O:17][C:18]=1[CH3:19])[C:8]1[CH:9]=[CH:10][CH:11]=[CH:12][CH:13]=1 |f:0.1.2.3.4.5|. Procedure: To a suspension of lithium aluminum hydride (LiAlH4) (0.7 g) in ethyl ether (40 ml), a solution of ethyl 2-(4-benzyl-5-methyl-2-oxazolyl)acetate (4.76 g) in ethyl ether (60 ml) was added dropwise under ice cooling conditions, followed by stirring for 1 hour. After water (5 ml) was added dropwise to the reaction mixture, the insoluble substances were filtered off, and the filtrate was concentrated under reduced pressure. The residue was subjected to silica gel chromatography. From the fraction el...